From a dataset of the Open Reaction Database (ORD), a public repository of structured organic reaction records. describe an organic reaction: reactants, conditions, products, and yield Yield: 69.0%. Reactants: O (water), BrBr (bromine), ice, ClC=1C=C2C(=NC1)NC=C2 (5-Chloro-1H-pyrrolo[2,3-b]pyridine). Procedure: A solution of bromine (3.5 ml) in chloroform (40 ml) was added dropwise to an ice-cold solution of the 5-chloro-1H-pyrrolo[2,3-b]pyridine (3) (10 g, 65 mM) in chloroform (260 ml). The reaction mixture was stirred for 60 minutes at 0° C. The reaction mixture was then hydrolysed with water and the pH of the solution was adjusted to 10. The resulting solid was removed by filtration, and the aqueous was extracted with dichloromethane. The organic was washed with water, dried over magnesium sulfate a... Yields the product BrC1=CNC2=NC=C(C=C21)Cl (3-Bromo-5-chloro-1H-pyrrolo[2,3-b]pyridine). Run in C(Cl)(Cl)Cl (chloroform), C(Cl)(Cl)Cl (chloroform). As a reaction SMILES: [Br:1]Br.[Cl:3][C:4]1[CH:5]=[C:6]2[CH:12]=[CH:11][NH:10][C:7]2=[N:8][CH:9]=1.O>C(Cl)(Cl)Cl>[Br:1][C:12]1[C:6]2[C:7](=[N:8][CH:9]=[C:4]([Cl:3])[CH:5]=2)[NH:10][CH:11]=1. Reaction conditions: temperature 0 celsius, time 60 minute. Starting materials: FC(C(=O)O)(F)F (trifluoroacetic acid), C(C1=CC=CC=C1)OC([C@@H](NC([C@@H](N(C)C(=O)OC(C)(C)C)C(C(C)(C)F)C([C@@H](N)C(C)C)=O)=O)C)=O (Boc-4-fluoro-3(R,S)-L-Valyl-N-Methyl-L-Leucyl-L-Alanine benzyl ester), C([O-])(O)=O.[Na+] (sodium bicarbonate). The solvent is C(Cl)Cl (methylene chloride), C(Cl)Cl (methylene chloride). Conditions: time 16 hour. Product: C(C1=CC=CC=C1)OC([C@@H](NC([C@@H](NC)C(C(C)(C)F)C([C@@H](N)C(C)C)=O)=O)C)=O (4-fluoro-3(R,S)-L-Valyl-N-Methyl-L-Leucyl-L-alanine benzyl ester). Isolated yield 98.7%. RXN SMILES: [CH2:1]([O:8][C:9](=[O:37])[C@H:10]([CH3:36])[NH:11][C:12](=[O:35])[C@H:13]([CH:23]([C:28](=[O:34])[C@H:29]([CH:31]([CH3:33])[CH3:32])[NH2:30])[C:24]([F:27])([CH3:26])[CH3:25])[N:14](C(OC(C)(C)C)=O)[CH3:15])[C:2]1[CH:7]=[CH:6][CH:5]=[CH:4][CH:3]=1.FC(F)(F)C(O)=O.C(=O)(O)[O-].[Na+]>C(Cl)Cl>[CH2:1]([O:8][C:9](=[O:37])[C@H:10]([CH3:36])[NH:11][C:12](=[O:35])[C@H:13]([CH:23]([C:28](=[O:34])[C@H:29]([CH:31]([CH3:33])[CH3:32])[NH2:30])[C:24]([F:27])([CH3:25])[CH3:26])[NH:14][CH3:15])[C:2]1[CH:3]=[CH:4][CH:5]=[CH:6][CH:7]=1 |f:2.3|. Procedure: A solution of 1.75 g (0.0033 mole) of Boc-4-fluoro-3(R,S)-L-Valyl-N-Methyl-L-Leucyl-L-Alanine benzyl ester in 17 ml of dry methylene chloride was stirred and cooled at -10° C. as 17 ml of trifluoroacetic acid, which was previously cooled at the same temperature, was added. The reaction was stirred and kept at -5° C. for 16 hours, then poured carefully with stirring into a mixture of 21 g of sodium bicarbonate, ice, and 100 ml of methylene chloride. After 5 minutes the organic layer was separated... Starting materials: COC(=O)c1ccccc1N1CCN(C(=O)C(Cc2ccc(Cl)cc2)NC(=O)OC(C)(C)C)CC1, CCOC(C)=O, Cl. Product: COC(=O)c1ccccc1N1CCN(C(=O)C(N)Cc2ccc(Cl)cc2)CC1. As a reaction SMILES: [C:1]([O:2][C:3](=[O:4])[NH:8][CH:9]([C:10](=[O:11])[N:12]1[CH2:13][CH2:14][N:15]([c:18]2[c:19]([C:20](=[O:21])[O:22][CH3:23])[cH:24][cH:25][cH:26][cH:27]2)[CH2:16][CH2:17]1)[CH2:28][c:29]1[cH:30][cH:31][c:32]([Cl:35])[cH:33][cH:34]1)([CH3:5])([CH3:6])[CH3:7].[CH3:37][CH2:38][O:39][C:40]([CH3:41])=[O:42].[ClH:36]>>[NH2:8][CH:9]([C:10](=[O:11])[N:12]1[CH2:13][CH2:14][N:15]([c:18]2[c:19]([C:20](=[O:21])[O:22][CH3:23])[cH:24][cH:25][cH:26][cH:27]2)[CH2:16][CH2:17]1)[CH2:28][c:29]1[cH:30][cH:31][c:32]([Cl:35])[cH:33][cH:34]1.